From a dataset of the Open Reaction Database (ORD), a public repository of structured organic reaction records. describe an organic reaction: reactants, conditions, products, and yield RXN SMILES: [Cl:1][C:2]1[CH:3]=[C:4]([C@@H:8]2[C@@H:13]([C:14]3[CH:19]=[CH:18][C:17]([Cl:20])=[CH:16][CH:15]=3)[N:12]([N:21]([CH2:24][CH3:25])[CH2:22][CH3:23])[C:11](=[O:26])[C@:10]([CH2:28][C:29]([O:31]C)=[O:30])([CH3:27])[CH2:9]2)[CH:5]=[CH:6][CH:7]=1.[OH-].[Li+]>O.CO>[Cl:1][C:2]1[CH:3]=[C:4]([C@@H:8]2[C@@H:13]([C:14]3[CH:19]=[CH:18][C:17]([Cl:20])=[CH:16][CH:15]=3)[N:12]([N:21]([CH2:22][CH3:23])[CH2:24][CH3:25])[C:11](=[O:26])[C@:10]([CH2:28][C:29]([OH:31])=[O:30])([CH3:27])[CH2:9]2)[CH:5]=[CH:6][CH:7]=1 |f:1.2,3.4|. Starting materials: ClC=1C=C(C=CC1)[C@H]1C[C@](C(N([C@@H]1C1=CC=C(C=C1)Cl)N(CC)CC)=O)(C)CC(=O)OC (Methyl 2-((3R,5R,6S)-5-(3-chlorophenyl)-6-(4-chlorophenyl)-1-(diethylamino)-3-methyl-2-oxopiperidin-3-yl)acetate), [OH-].[Li+] (lithium hydroxide). Yields the product ClC=1C=C(C=CC1)[C@H]1C[C@](C(N([C@@H]1C1=CC=C(C=C1)Cl)N(CC)CC)=O)(C)CC(=O)O (2-((3R,5R,6S)-5-(3-Chlorophenyl)-6-(4-chlorophenyl)-1-(diethylamino)-3-methyl-2-oxopiperidin-3-yl)acetic acid). The solvent is O.CO (water methanol). Procedure: A solution of methyl 2-((3R,5R,6S)-5-(3-chlorophenyl)-6-(4-chlorophenyl)-1-(diethylamino)-3-methyl-2-oxopiperidin-3-yl)acetate (Example 429, step C) in water/methanol (1:1) was treated with lithium hydroxide (1N, 5 eq) at room temperature for 15 h. The mixture was concentrated and purified by reversed phase HPLC (Sunfire™ Prep C18 OBD 10 μm column; Waters, Milford, Mass.; 40-90% water/acetonitrile gradient with 0.1% TFA). Desired fractions were then pooled and concentrated to give the title comp... The reactants are C1CN1CC(CN2C=CN=C2[N+](=O)[O-])O (RSU-1069), C (charcoal), C([O-])([O-])=O.[K+].[K+] (potassium carbonate), C(C)(=O)O (ethanoic acid). Solvent: CC(=O)C (acetone). Run at temperature 50 celsius. Product: [N+](=O)([O-])C=1N(C=CN1)CC(CNCCOC(C)=O)O (1-(2-nitro-1-imidazolyl)-3-(2-acetoxyethylamino)-2-propanol). Yield: 58.0%. Reaction SMILES: [CH2:1]1[N:3]([CH2:4][CH:5]([OH:15])[CH2:6][N:7]2[C:11]([N+:12]([O-:14])=[O:13])=[N:10][CH:9]=[CH:8]2)[CH2:2]1.[C:16]([OH:19])(=[O:18])[CH3:17].C.C(=O)([O-])[O-].[K+].[K+]>CC(C)=O>[N+:12]([C:11]1[N:7]([CH2:6][CH:5]([OH:15])[CH2:4][NH:3][CH2:1][CH2:2][O:19][C:16](=[O:18])[CH3:17])[CH:8]=[CH:9][N:10]=1)([O-:14])=[O:13] |f:3.4.5|. Reported procedure: A solution of 1-(2-nitro-1-imidazolyl)-3-(1-aziridino)-2-propanol (2.12 g, 10.0 mmol) in acetone (20 cm3) prepared as described in Example 1(a) was treated with ethanoic acid (2.5 mol equivalents) at 25° C. then warmed to 50° C. for 15 minutes. The resulting mixture was cooled to 20° C., stirred with a decolourising charcoal (0.3 g) and excess anhydrous potassium carbonate for 30 minutes, filtered and concentrated under reduced pressure to give 1-(2-nitro-1-imidazolyl)-3-(2-acetoxyethylamino)-2-... Starting materials: FC(COC=1C=C(C=CC1C(F)(F)F)C1=NC=2N(C(=C1)C(F)(F)F)N=CC2C(=O)O)(F)F (5-[3-(2,2,2-trifluoro-ethoxy)-4-trifluoromethyl-phenyl]-7-trifluoromethyl-pyrazolo[1,5-a]pyrimidine-3-carboxylic acid), OCC(C)(C)NS(=O)(=O)C=1SC(=C(C1)N)Cl (4-amino-5-chloro-thiophene-2-sulfonic acid (2-hydroxy-1,1-dimethyl-ethyl)-amide). The product is ClC=1SC(=CC1NC(=O)C=1C=NN2C1N=C(C=C2C(F)(F)F)C2=CC(=C(C=C2)C(F)(F)F)OCC(F)(F)F)S(NC(CO)(C)C)(=O)=O (5-[3-(2,2,2-Trifluoro-ethoxy)-4-trifluoromethyl-phenyl]-7-trifluoromethyl-pyrazolo[1,5-a]pyrimidine-3-carboxylic acid [2-chloro-5-(2-hydroxy-1,1-dimethyl-ethylsulfamoyl)-thiophen-3-yl]-amide). RXN SMILES: [F:1][C:2]([F:32])([F:31])[CH2:3][O:4][C:5]1[CH:6]=[C:7]([C:15]2[CH:20]=[C:19]([C:21]([F:24])([F:23])[F:22])[N:18]3[N:25]=[CH:26][C:27]([C:28](O)=[O:29])=[C:17]3[N:16]=2)[CH:8]=[CH:9][C:10]=1[C:11]([F:14])([F:13])[F:12].[OH:33][CH2:34][C:35]([NH:38][S:39]([C:42]1[S:43][C:44]([Cl:48])=[C:45]([NH2:47])[CH:46]=1)(=[O:41])=[O:40])([CH3:37])[CH3:36]>>[Cl:48][C:44]1[S:43][C:42]([S:39](=[O:41])(=[O:40])[NH:38][C:35]([CH3:37])([CH3:36])[CH2:34][OH:33])=[CH:46][C:45]=1[NH:47][C:28]([C:27]1[CH:26]=[N:25][N:18]2[C:19]([C:21]([F:22])([F:24])[F:23])=[CH:20][C:15]([C:7]3[CH:8]=[CH:9][C:10]([C:11]([F:14])([F:13])[F:12])=[C:5]([O:4][CH2:3][C:2]([F:32])([F:31])[F:1])[CH:6]=3)=[N:16][C:17]=12)=[O:29]. Reported procedure: The title compound was prepared from 5-[3-(2,2,2-trifluoro-ethoxy)-4-trifluoromethyl-phenyl]-7-trifluoromethyl-pyrazolo[1,5-a]pyrimidine-3-carboxylic acid (example C.10) and 4-amino-5-chloro-thiophene-2-sulfonic acid (2-hydroxy-1,1-dimethyl-ethyl)-amide (example B.2) according to general procedure II. Starting materials: COCCCC(N)c1cc(Br)ccn1, CC(=O)OC(C)=O, CC(=O)O, CCOC(C)=O, [Na+], [OH-]. Product: COCCCC(NC(C)=O)c1cc(Br)ccn1. Reaction SMILES: [Br:1][c:2]1[cH:3][c:4]([CH:8]([CH2:9][CH2:10][CH2:11][O:12][CH3:13])[NH2:14])[n:5][cH:6][cH:7]1.[CH3:15][C:16](=[O:17])[O:18][C:19](=[O:20])[CH3:21].[CH3:24][C:25](=[O:26])[OH:27].[CH3:28][CH2:29][O:30][C:31](=[O:32])[CH3:33].[Na+:23].[OH-:22]>>[Br:1][c:2]1[cH:3][c:4]([CH:8]([CH2:9][CH2:10][CH2:11][O:12][CH3:13])[NH:14][C:16]([CH3:15])=[O:17])[n:5][cH:6][cH:7]1. Reactants: C([O-])([O-])=O.[K+].[K+] (Potassium carbonate), ClC1=NC=C(C(=O)OC)C=C1 (methyl 6-chloronicotinate), C(=O)(OC(C)(C)C)N[C@@H](CC1=CC=C(C=C1)O)C(=O)O (Boc-tyrosine). Solvent: CN(C)C=O (DMF), O (water). Reaction conditions: time 72 hour. Product: ester, COC(C1=CN=C(C=C1)OC1=CC=C(C=C1)CC(C(=O)O)NC(=O)OC(C)(C)C)=O (6-[4-(2-tert-butoxycarbonylamino-2-carboxy-ethyl)-phenoxy]-nicotinic acid methyl ester). Yield: 94.7%. RXN SMILES: C(=O)([O-])[O-].[K+].[K+].Cl[C:8]1[CH:17]=[CH:16][C:11]([C:12]([O:14][CH3:15])=[O:13])=[CH:10][N:9]=1.[C:18]([NH:25][C@H:26]([C:35]([OH:37])=[O:36])[CH2:27][C:28]1[CH:33]=[CH:32][C:31]([OH:34])=[CH:30][CH:29]=1)([O:20][C:21]([CH3:24])([CH3:23])[CH3:22])=[O:19]>CN(C=O)C.O>[CH3:15][O:14][C:12](=[O:13])[C:11]1[CH:16]=[CH:17][C:8]([O:34][C:31]2[CH:30]=[CH:29][C:28]([CH2:27][CH:26]([NH:25][C:18]([O:20][C:21]([CH3:24])([CH3:23])[CH3:22])=[O:19])[C:35]([OH:37])=[O:36])=[CH:33][CH:32]=2)=[N:9][CH:10]=1 |f:0.1.2|. Procedure: Potassium carbonate (1.23 g, 8.9 mmol) and methyl 6-chloronicotinate (1.8 g, 10.66 mmol) were added to a solution of Boc-tyrosine (1.0 g, 3.55 mmol) in anhydrous DMF (15 mL). The resulting suspension was refluxed at 70 deg C. under an atmosphere of argon. After 72 hrs, the reaction mixture was cooled to room temperature, diluted with water (100 mL) and extracted with EtOAc (2×100 mL). The aqueous layer was collected, acidified with 5.0 M HCl to pH ˜2.5 and extracted with EtOAc (2×100 mL). The re... The reactants are CC(C)(CO)NS(=O)(=O)c1cccc(Br)c1, Cc1cc(-c2ccc(C(F)(F)F)cc2)cc(-c2cccc(B(O)O)c2)n1. The product is Cc1cc(-c2ccc(C(F)(F)F)cc2)cc(-c2cccc(-c3cccc(S(=O)(=O)NC(C)(C)CO)c3)c2)n1. As a reaction SMILES: [Br:27][c:28]1[cH:29][c:30]([S:34](=[O:35])(=[O:36])[NH:37][C:38]([CH2:39][OH:40])([CH3:41])[CH3:42])[cH:31][cH:32][cH:33]1.[CH3:1][c:2]1[cH:3][c:4](-[c:17]2[cH:18][cH:19][c:20]([C:23]([F:24])([F:25])[F:26])[cH:21][cH:22]2)[cH:5][c:6](-[c:8]2[cH:9][c:10]([B:14]([OH:15])[OH:16])[cH:11][cH:12][cH:13]2)[n:7]1>>[CH3:1][c:2]1[cH:3][c:4](-[c:17]2[cH:18][cH:19][c:20]([C:23]([F:24])([F:25])[F:26])[cH:21][cH:22]2)[cH:5][c:6](-[c:8]2[cH:9][c:10](-[c:28]3[cH:29][c:30]([S:34](=[O:35])(=[O:36])[NH:37][C:38]([CH2:39][OH:40])([CH3:41])[CH3:42])[cH:31][cH:32][cH:33]3)[cH:11][cH:12][cH:13]2)[n:7]1.